This data is from the Open Reaction Database (ORD), a public repository of structured organic reaction records. The task is: describe an organic reaction: reactants, conditions, products, and yield Reaction SMILES: [H-].[Na+].[OH:3][C:4]1[CH:12]=[CH:11][CH:10]=[C:9]2[C:5]=1[CH2:6][CH2:7][C:8]2=[O:13].[CH2:14](Br)[C:15]1[CH:20]=[CH:19][CH:18]=[CH:17][CH:16]=1.[Cl-].[NH4+]>CN(C)C=O>[CH2:14]([O:3][C:4]1[CH:12]=[CH:11][CH:10]=[C:9]2[C:5]=1[CH2:6][CH2:7][C:8]2=[O:13])[C:15]1[CH:20]=[CH:19][CH:18]=[CH:17][CH:16]=1 |f:0.1,4.5|. Isolated yield 74.6%. Run at time 1 hour. Reactants: [H-].[Na+] (sodium hydride), OC1=C2CCC(C2=CC=C1)=O (4-hydroxy-2,3-dihydro-1H-inden-1-one), C(C1=CC=CC=C1)Br (benzyl bromide), [H-].[Na+] (sodium hydride), C(C1=CC=CC=C1)Br (benzyl bromide), [Cl-].[NH4+] (ammonium chloride). Product: C(C1=CC=CC=C1)OC1=C2CCC(C2=CC=C1)=O (4-benzyloxy-2,3-dihydro-1H-inden-1-one). Run in CN(C=O)C (dimethylformamide), CN(C)C=O (DMF). Procedure details: To a suspension of 60% sodium hydride (0.18 g) in dimethylformamide (22 mL), 4-hydroxy-2,3-dihydro-1H-inden-1-one (1.0 g) was added and the resultant reaction mixture was stirred at room temperature for 1 hour. Then, into the reaction mixture, a solution of benzyl bromide (1.3 g) in DMF (15 mL) was added dropwise at 80° C. and at the same temperature, the resultant reaction mixture was heated with stirring for 30 minutes. Further, to the reaction mixture, sodium hydride (0.09 g) and benzyl bromi... Reactants: N(C(=O)C)C1=C(CBr)C=C(C=C1)C(=O)OCC (2-acetamino-5-carbethoxy-benzyl bromide), C(C)NCC (diethylamine). Solvent: C(Cl)(Cl)Cl (chloroform), C(C)O (ethanol). The product is N(C(=O)C)C1=C(CN(CC)CC)C=C(C=C1)C(=O)OCC (2-acetamino-5-carbethoxy-N,N-diethyl-benzylamine). RXN SMILES: [NH:1]([C:5]1[CH:12]=[CH:11][C:10]([C:13]([O:15][CH2:16][CH3:17])=[O:14])=[CH:9][C:6]=1[CH2:7]Br)[C:2]([CH3:4])=[O:3].[CH2:18]([NH:20][CH2:21][CH3:22])[CH3:19]>C(Cl)(Cl)Cl.C(O)C>[NH:1]([C:5]1[CH:12]=[CH:11][C:10]([C:13]([O:15][CH2:16][CH3:17])=[O:14])=[CH:9][C:6]=1[CH2:7][N:20]([CH2:21][CH3:22])[CH2:18][CH3:19])[C:2]([CH3:4])=[O:3]. Procedure details: 30 gm of 2-acetamino-5-carbethoxy-benzyl bromide were dissolved in a mixture of 400 ml of chloroform and 100 ml of ethanol, and the solution was refluxed with 22 gm of diethylamine for 1 hour. Thereafter, the reaction solution was cooled, then evaporated in vacuo, the residue was distributed between a mixture of dilute ammonia and chloroform, and the chloroform phase was dried over sodium sulfate and evaporated in vacuo. The residue was purified by chromatography on silicagel (elution agent: eth... Starting materials: CC1=C(OC(C(=O)O)(CCC)C)C=CC=C1 ((2RS)-2-(2-methylphenoxy)-2-methylvaleric acid), [Si](C)(C)(C(C)(C)C)O[C@@H]1C=C2C=C[C@@H]([C@@H]([C@H]2[C@H](C1)O)CC[C@@H]1C[C@H](CC(O1)=O)O[Si](C)(C)C(C)(C)C)C ((4R,6R)-6-{(1S,2S,6S,8S,8aR)-2-[1,2,6,7,8,8a-hexahydro-6-t-butyldimethylsilyloxy-8-hydroxy-2-methyl-1-naphthyl]ethyl}tetrahydro-4-t-butyldimethylsilyloxy-2H-pyran-2-one). Yields the product [Si](C)(C)(C(C)(C)C)O[C@@H]1C=C2C=C[C@@H]([C@@H]([C@H]2[C@H](C1)OC(C(CCC)(C)OC1=C(C=CC=C1)C)=O)CC[C@@H]1C[C@H](CC(O1)=O)O[Si](C)(C)C(C)(C)C)C ((4R,6R)-6-([1S,2S,6S,8S,8aR]-2-{1,2,6,7,8,8a-Hexahydro-6-t-butyldimethylsilyloxy-8-[(2RS)-2-(2-methylphenoxy)-2-methylvaleryloxy]-2-methyl-1-naphthyl}ethyl)tetrahydro-4-t-butyldimethylsilyloxy-2H-pyran-2-one). Isolated yield 57.1%. Reaction SMILES: [CH3:1][C:2]1[CH:16]=[CH:15][CH:14]=[CH:13][C:3]=1[O:4][C:5]([CH3:12])([CH2:9][CH2:10][CH3:11])[C:6]([OH:8])=[O:7].[Si:17]([O:24][C@H:25]1[CH2:34][C@H:33](O)[C@H:32]2[C:27]([CH:28]=[CH:29][C@H:30]([CH3:53])[C@@H:31]2[CH2:36][CH2:37][C@H:38]2[O:43][C:42](=[O:44])[CH2:41][C@H:40]([O:45][Si:46]([C:49]([CH3:52])([CH3:51])[CH3:50])([CH3:48])[CH3:47])[CH2:39]2)=[CH:26]1)([C:20]([CH3:23])([CH3:22])[CH3:21])([CH3:19])[CH3:18]>>[Si:17]([O:24][C@H:25]1[CH2:34][C@H:33]([O:7][C:6](=[O:8])[C:5]([O:4][C:3]2[CH:13]=[CH:14][CH:15]=[CH:16][C:2]=2[CH3:1])([CH3:12])[CH2:9][CH2:10][CH3:11])[C@H:32]2[C:27]([CH:28]=[CH:29][C@H:30]([CH3:53])[C@@H:31]2[CH2:36][CH2:37][C@H:38]2[O:43][C:42](=[O:44])[CH2:41][C@H:40]([O:45][Si:46]([C:49]([CH3:52])([CH3:51])[CH3:50])([CH3:47])[CH3:48])[CH2:39]2)=[CH:26]1)([C:20]([CH3:21])([CH3:22])[CH3:23])([CH3:19])[CH3:18]. Reported procedure: A procedure similar to that described in Example 10, above, was followed, but using 0.35 g of (2RS)-2-(2-methylphenoxy)-2-methylvaleric acid and 0.46 g of (4R,6R)-6-{(1S,2S,6S,8S,8aR)-2-[1,2,6,7,8,8a-hexahydro-6-t-butyldimethylsilyloxy-8-hydroxy-2-methyl-1-naphthyl]ethyl}tetrahydro-4-t-butyldimethylsilyloxy-2H-pyran-2-one [prepared as described in Example B, above], to give 0.36 g of the title compound as a colorless foam. Reactants: crude product, ClC1=C(C(=O)N[C@@H]2CC[C@H](CC2)C=O)C=C(C=C1)C(F)(F)F (trans-2-chloro-N-(4-formyl-cyclohexyl)-5-trifluoromethyl-benzamide), NC=1C=NC=C(C1)C (3-amino-5-methylpyridine), C(C)(=O)O[BH-](OC(C)=O)OC(C)=O.[Na+] (sodium triacetoxyborohydride). Solvent: C(Cl)Cl (DCM), C(Cl)Cl (DCM). Conditions: time 4 hour. Product: ClC1=C(C(=O)N[C@@H]2CC[C@H](CC2)CNC=2C=NC=C(C2)C)C=C(C=C1)C(F)(F)F (Trans-2-chloro-N-(4-((5-methylpyridin-3-ylamino)methyl)-cyclohexyl)-5-(trifluoromethyl)benzamide). RXN SMILES: [Cl:1][C:2]1[CH:18]=[CH:17][C:16]([C:19]([F:22])([F:21])[F:20])=[CH:15][C:3]=1[C:4]([NH:6][C@H:7]1[CH2:12][CH2:11][C@H:10]([CH:13]=O)[CH2:9][CH2:8]1)=[O:5].[NH2:23][C:24]1[CH:25]=[N:26][CH:27]=[C:28]([CH3:30])[CH:29]=1.C(O[BH-](OC(=O)C)OC(=O)C)(=O)C.[Na+]>C(Cl)Cl>[Cl:1][C:2]1[CH:18]=[CH:17][C:16]([C:19]([F:22])([F:21])[F:20])=[CH:15][C:3]=1[C:4]([NH:6][C@H:7]1[CH2:12][CH2:11][C@H:10]([CH2:13][NH:23][C:24]2[CH:25]=[N:26][CH:27]=[C:28]([CH3:30])[CH:29]=2)[CH2:9][CH2:8]1)=[O:5] |f:2.3|. Procedure: To a 50 mL round-bottomed flask containing trans-2-chloro-N-(4-formyl-cyclohexyl)-5-trifluoromethyl-benzamide (Ex. 1 step 3) (100 mg, 0.3 mmol) and 3-amino-5-methylpyridine (36 mg, 0.3 mmol) in dry DCM (5 mL) is added sodium triacetoxyborohydride (106 mg, 0.45 mmol) in one portion. The suspension is stirred at RT for 4 hours. The mixture is partitioned between DCM and saturated sodium bicarbonate, passed through a phase separator to recover the DCM layer and evaporated to give a colourless solid... Starting materials: COCCOC (DME), BrC1=CC=2N(C(N(C(C2S1)=O)C1CCN(CC1)C(=O)OC(C)(C)C)=O)CC=1N=NN(N1)CC (Tert-butyl 4-{6-bromo-1-[(2-ethyl-2H-tetrazol-5-yl)methyl]-2,4-dioxo-1,4-dihydrothieno[3,2-d]pyrimidin-3(2H)-yl}piperidine-1-carboxylate), O1COC2=C1C=CC(=C2)B(O)O (1,3-benzodioxol-5-ylboronic acid), C([O-])([O-])=O.[Cs+].[Cs+] (cesium carbonate). Reagents/catalysts: C1CCC(CC1)P(C2CCCCC2)C3CCCCC3.C1CCC(CC1)P(C2CCCCC2)C3CCCCC3.Cl[Pd]Cl (dichlorobis(tricyclohexylphosphine)palladium). The solvent is C(Cl)Cl (DCM), O (water). Reaction conditions: time 45 minute. Yields the product O1COC2=C1C=CC(=C2)C2=CC=1N(C(N(C(C1S2)=O)C2CCN(CC2)C(=O)OC(C)(C)C)=O)CC=2N=NN(N2)CC (tert-butyl 4-[6-(1,3-benzodioxol-5-yl)-1-[(2-ethyl-2H-tetrazol-5-yl)methyl]-2,4-dioxo-1,4-dihydrothieno[3,2-d]pyrimidin-3(2H)-yl]piperidine-1-carboxylate). RXN SMILES: Br[C:2]1[S:10][C:9]2[C:8](=[O:11])[N:7]([CH:12]3[CH2:17][CH2:16][N:15]([C:18]([O:20][C:21]([CH3:24])([CH3:23])[CH3:22])=[O:19])[CH2:14][CH2:13]3)[C:6](=[O:25])[N:5]([CH2:26][C:27]3[N:28]=[N:29][N:30]([CH2:32][CH3:33])[N:31]=3)[C:4]=2[CH:3]=1.[O:34]1[C:38]2[CH:39]=[CH:40][C:41](B(O)O)=[CH:42][C:37]=2[O:36][CH2:35]1.C(=O)([O-])[O-].[Cs+].[Cs+].COCCOC>C1CCC(P(C2CCCCC2)C2CCCCC2)CC1.C1CCC(P(C2CCCCC2)C2CCCCC2)CC1.Cl[Pd]Cl.C(Cl)Cl.O>[O:34]1[C:38]2[CH:39]=[CH:40][C:41]([C:2]3[S:10][C:9]4[C:8](=[O:11])[N:7]([CH:12]5[CH2:13][CH2:14][N:15]([C:18]([O:20][C:21]([CH3:23])([CH3:22])[CH3:24])=[O:19])[CH2:16][CH2:17]5)[C:6](=[O:25])[N:5]([CH2:26][C:27]5[N:28]=[N:29][N:30]([CH2:32][CH3:33])[N:31]=5)[C:4]=4[CH:3]=3)=[CH:42][C:37]=2[O:36][CH2:35]1 |f:2.3.4,6.7.8|. Procedure details: Tert-butyl 4-{6-bromo-1-[(2-ethyl-2H-tetrazol-5-yl)methyl]-2,4-dioxo-1,4-dihydrothieno[3,2-d]pyrimidin-3(2H)-yl}piperidine-1-carboxylate (203 mg, B101), 1,3-benzodioxol-5-ylboronic acid (69 mg), dichlorobis(tricyclohexylphosphine)palladium (37 mg) and aqueous cesium carbonate solution (0.375 ml, 2.0 M) are placed in a microwave tube and DME (10 ml) is added. The reaction vessel is sealed and the mixture is subjected to microwave irradiation at 150° C. with stirring for 45 min. After addition of ... The reactants are CC(C)(C)OC(=O)CC(C=O)NS(=O)(=O)c1ccc(C(N)=O)cc1OCCc1cccc2ccccc12, ClCCl, O, O=C(O)C(F)(F)F. The product is NC(=O)c1ccc(S(=O)(=O)NC(C=O)CC(=O)O)c(OCCc2cccc3ccccc23)c1. Reaction SMILES: [C:1]([CH3:2])([CH3:3])([CH3:4])[O:5][C:6]([CH2:7][CH:8]([CH:9]=[O:10])[NH:11][S:12](=[O:13])(=[O:14])[c:15]1[c:16]([O:24][CH2:25][CH2:26][c:27]2[cH:28][cH:29][cH:30][c:31]3[cH:32][cH:33][cH:34][cH:35][c:36]23)[cH:17][c:18]([C:21]([NH2:22])=[O:23])[cH:19][cH:20]1)=[O:37].[Cl:45][CH2:46][Cl:47].[OH2:48].[OH:38][C:39]([C:40]([F:41])([F:42])[F:43])=[O:44]>>[O:5]=[C:6]([CH2:7][CH:8]([CH:9]=[O:10])[NH:11][S:12](=[O:13])(=[O:14])[c:15]1[c:16]([O:24][CH2:25][CH2:26][c:27]2[cH:28][cH:29][cH:30][c:31]3[cH:32][cH:33][cH:34][cH:35][c:36]23)[cH:17][c:18]([C:21]([NH2:22])=[O:23])[cH:19][cH:20]1)[OH:37]. Reactants: C(C)NC1C2=C(SC(C1)(C)C)SC(=C2)S(=O)(=O)N (5,6-dihydro-4-ethylamino-6,6-dimethyl-4H-thieno[2,3-b]thiopyran-2-sulfonamide), Cl (hydrogen chloride), OOS(=O)[O-].[K+] (OXONE). Solvent: CO (methanol), O (water). Yields the product C(C)NC1C2=C(S(C(C1)(C)C)(=O)=O)SC(=C2)S(=O)(=O)N (5,6-Dihydro-4-ethylamino-6,6-dimethyl-4H-thieno[2,3-b]thiopyran-2-sulfonamide-7,7-dioxide). RXN SMILES: [CH2:1]([NH:3][CH:4]1[CH2:9][C:8]([CH3:11])([CH3:10])S[C:6]2[S:12][C:13]([S:15]([NH2:18])(=[O:17])=[O:16])=[CH:14][C:5]1=2)[CH3:2].Cl.OO[S:22]([O-:24])=[O:23].[K+]>CO.O>[CH2:1]([NH:3][CH:4]1[CH2:9][C:8]([CH3:11])([CH3:10])[S:22](=[O:24])(=[O:23])[C:6]2[S:12][C:13]([S:15]([NH2:18])(=[O:16])=[O:17])=[CH:14][C:5]1=2)[CH3:2] |f:2.3|. Procedure: A solution of 5,6-dihydro-4-ethylamino-6,6-dimethyl-4H-thieno[2,3-b]thiopyran-2-sulfonamide (3.95 g, 0.013 mol) in methanol (85 ml) was acidified with 6.25 N methanolic hydrogen chloride (2.1 ml). With stirring, a solution of `OXONE` (11.68 g, 0.019 mol) in water (65 ml) was added over 15 minutes. After stirring at ambient temperature for 17.5 hours, the mixture was filtered and the solid was washed with methanol. The combined filtrate and washings were concentrated in vacuo below 55° C. to remo...